Dataset: the Open Reaction Database (ORD), a public repository of structured organic reaction records. Task: describe an organic reaction: reactants, conditions, products, and yield Starting materials: C(C)(=S)NC[C@H]1CN(C(O1)=O)C1=CC(=C(C=C1)C(=O)OC1=C(C(=C(C(=C1F)F)F)F)F)F (5-(S)-thioacetamidomethyl-3-[4′-(pentafluorophenoxy)carbonyl-3′-fluorophe-nyl]oxazolidine-2-one), CN (methylamine). Run in C1CCOC1 (THF). The product is C(C)(=S)NC[C@H]1CN(C(O1)=O)C1=CC(=C(C=C1)C(=O)NC)F (5-(S)-Thioacetamidomethyl-3-[4′-(N-methylamino)carbonyl-3′-fluorophenyl]-oxazolidine-2-one). The yield is 80.0%. Reaction SMILES: [C:1]([NH:4][CH2:5][C@@H:6]1[O:10][C:9](=[O:11])[N:8]([C:12]2[CH:17]=[CH:16][C:15]([C:18]([O:20]C3C(F)=C(F)C(F)=C(F)C=3F)=O)=[C:14]([F:32])[CH:13]=2)[CH2:7]1)(=[S:3])[CH3:2].[CH3:33][NH2:34]>C1COCC1>[C:1]([NH:4][CH2:5][C@@H:6]1[O:10][C:9](=[O:11])[N:8]([C:12]2[CH:17]=[CH:16][C:15]([C:18]([NH:34][CH3:33])=[O:20])=[C:14]([F:32])[CH:13]=2)[CH2:7]1)(=[S:3])[CH3:2]. Procedure details: A solution of 5-(S)-thioacetamidomethyl-3-[4′-(pentafluorophenoxy)carbonyl-3′-fluorophe-nyl]oxazolidine-2-one (0.100 g, 0.209 mmol) in 2 M methylamine in THF (1.0 mL) was stirred at r.t. for 1 h. Solvent was removed under vacuum and the residue purified by PTLC (10% MeOH in DCM) to give the pure product as a white solid (0.054 g, 80%). M.p. 176-7° C. MS (m/z): [M+H]+=326. Starting materials: C1C(CC2=CC=CC=C12)=O (2-indanone), BrCC(=O)OCC (ethyl bromoacetate), BrCC(=O)OCC (ethyl bromoacetate), Cl (hydrochloric acid). The reagents and catalysts are [Zn] (zinc), [Zn] (zinc). The solvent is C1=CC=CC=C1 (benzene). Run at temperature 50 celsius, time 8 hour. The product is C(C)OC(CC1(CC2=CC=CC=C2C1)O)=O (2-hydroxyindane-2-acetic acid ethyl ester). As a reaction SMILES: [CH2:1]1[C:9]2[C:4](=[CH:5][CH:6]=[CH:7][CH:8]=2)[CH2:3][C:2]1=[O:10].Br[CH2:12][C:13]([O:15][CH2:16][CH3:17])=[O:14].Cl>[Zn].C1C=CC=CC=1>[CH2:16]([O:15][C:13](=[O:14])[CH2:12][C:2]1([OH:10])[CH2:3][C:4]2[C:9](=[CH:8][CH:7]=[CH:6][CH:5]=2)[CH2:1]1)[CH3:17]. Procedure details: A mixture of 2-indanone (13.2 g), ethyl bromoacetate (16.7 g), benzene (150 ml) and purified zinc (6.5 g) is stirred and heated at 50° C. Iodine (0.5 g) is added to catalyze the reaction. A rather vigorous reaction sets in after about 30 min. and the heating is discontinued. After the mixture ceases boiling, 4 g of fresh zinc and 10 g of ethyl bromoacetate is added, the reaction mixture is heated at reflux for 2 hr. and allowed to stand overnight at room temperature. The zinc addition-compound i... Product: Clc1nccc(NCc2ccccc2)n1. Reactants: CCN(C(C)C)C(C)C, CC(C)O, Clc1ccnc(Cl)n1, NCc1ccccc1. As a reaction SMILES: [CH:17]([N:18]([CH2:19][CH3:20])[CH:21]([CH3:22])[CH3:23])([CH3:24])[CH3:25].[CH:26]([OH:27])([CH3:28])[CH3:29].[Cl:1][c:2]1[n:3][cH:4][cH:5][c:6]([Cl:8])[n:7]1.[NH2:9][CH2:10][c:11]1[cH:12][cH:13][cH:14][cH:15][cH:16]1>>[Cl:1][c:2]1[n:3][cH:4][cH:5][c:6]([NH:9][CH2:10][c:11]2[cH:12][cH:13][cH:14][cH:15][cH:16]2)[n:7]1.